From a dataset of the Open Reaction Database (ORD), a public repository of structured organic reaction records. describe an organic reaction: reactants, conditions, products, and yield The product is Cc1c(Cc2ccccc2)oc2cc(O)c(O)cc12. Reactants: BrB(Br)Br, Cc1c(Cc2ccccc2)oc2cc3c(cc12)OCO3, ClCCl, CO. As a reaction SMILES: [B:21]([Br:22])([Br:23])[Br:24].[CH2:1]([c:2]1[cH:3][cH:4][cH:5][cH:6][cH:7]1)[c:8]1[o:9][c:10]2[c:11]([c:12]1[CH3:13])[cH:14][c:15]1[c:16]([cH:17]2)[O:18][CH2:19][O:20]1.[CH2:27]([Cl:28])[Cl:29].[CH3:25][OH:26]>>[CH2:1]([c:2]1[cH:3][cH:4][cH:5][cH:6][cH:7]1)[c:8]1[o:9][c:10]2[c:11]([c:12]1[CH3:13])[cH:14][c:15]([OH:20])[c:16]([OH:18])[cH:17]2. Starting materials: [Al+3], Cc1cc(C#N)ccc1Br, CCOCC, [H-], [H-], [H-], [H-], [Li+], [Na+], [OH-], O. Yields the product Cc1cc(CN)ccc1Br. Reaction SMILES: [Al+3:2].[Br:7][c:8]1[c:9]([CH3:16])[cH:10][c:11]([C:12]#[N:13])[cH:14][cH:15]1.[CH3:20][CH2:21][O:22][CH2:23][CH3:24].[H-:1].[H-:4].[H-:5].[H-:6].[Li+:3].[Na+:19].[OH-:18].[OH2:17]>>[Br:7][c:8]1[c:9]([CH3:16])[cH:10][c:11]([CH2:12][NH2:13])[cH:14][cH:15]1. Reactants: C(CC)N(CCCCN(CCC(=O)O)CC1=CC=C(C=C1)CN(CC=1N(C=CN1)C)CC=1NC=CN1)CCC (3-[(4-dipropylamino-butyl)-(4-{[(1H-imidazol-2-ylmethyl)-(1-methyl-1H-imidazol-2-ylmethyl)-amino]-methyl}-benzyl)-amino]-propionic acid), C(C)O (ethanol). Product: C(C)OC(CCN(CC1=CC=C(C=C1)CN(CC=1N(C=CN1)C)CC=1NC=CN1)CCCCN(CCC)CCC)=O (3-[(4-dipropylamino-butyl)-(4-{[(1H-imidazol-2-ylmethyl)-(1-methyl-1H-imidazol-2-ylmethyl)-amino]-methyl}-benzyl)-amino]-propionic acid ethyl ester). Reaction SMILES: [CH2:1]([N:4]([CH2:37][CH2:38][CH3:39])[CH2:5][CH2:6][CH2:7][CH2:8][N:9]([CH2:15][C:16]1[CH:21]=[CH:20][C:19]([CH2:22][N:23]([CH2:31][C:32]2[NH:33][CH:34]=[CH:35][N:36]=2)[CH2:24][C:25]2[N:26]([CH3:30])[CH:27]=[CH:28][N:29]=2)=[CH:18][CH:17]=1)[CH2:10][CH2:11][C:12]([OH:14])=[O:13])[CH2:2][CH3:3].[CH2:40](O)[CH3:41]>>[CH2:40]([O:13][C:12](=[O:14])[CH2:11][CH2:10][N:9]([CH2:8][CH2:7][CH2:6][CH2:5][N:4]([CH2:1][CH2:2][CH3:3])[CH2:37][CH2:38][CH3:39])[CH2:15][C:16]1[CH:21]=[CH:20][C:19]([CH2:22][N:23]([CH2:31][C:32]2[NH:33][CH:34]=[CH:35][N:36]=2)[CH2:24][C:25]2[N:26]([CH3:30])[CH:27]=[CH:28][N:29]=2)=[CH:18][CH:17]=1)[CH3:41]. Reported procedure: The compound (135.4 mg) obtained in Example 51-1 was suspended in ethanol (13.5 ml) and the whole was refluxed under heating for 16 hours. After completion of the reaction, the solvent was distilled off. The resultant was added with saturated sodium hydrogen carbonate aqueous solution and the whole was subjected to extraction with chloroform. The resultant was dried with magnesium sulfate and the solvent was distilled off, thereby obtaining the subject compound (127.0 mg) as a colorless oily sub... Starting materials: hydrochloride salt, N (NH3), ON=C(C1=CN=CC=C1)Cl (N-Hydroxynicotinimidoyl chloride), C(#C)C1=CC(=C(C=C1)F)F (4-ethynyl-1,2-difluorobenzene). Yields the product FC=1C=C(C=CC1F)C1=CC(=NO1)C=1C=NC=CC1 (5-(3,4-Difluorophenyl)-3-(pyridin-3-yl)isoxazole). As a reaction SMILES: [OH:1][N:2]=[C:3](Cl)[C:4]1[CH:9]=[CH:8][CH:7]=[N:6][CH:5]=1.[C:11]([C:13]1[CH:18]=[CH:17][C:16]([F:19])=[C:15]([F:20])[CH:14]=1)#[CH:12].N>>[F:20][C:15]1[CH:14]=[C:13]([C:11]2[O:1][N:2]=[C:3]([C:4]3[CH:5]=[N:6][CH:7]=[CH:8][CH:9]=3)[CH:12]=2)[CH:18]=[CH:17][C:16]=1[F:19]. Procedure details: The titled compound was prepared as the hydrochloride salt according to Method CB using the product of Example 1A (78 mg, 0.5 mmol) and 4-ethynyl-1,2-difluorobenzene (Apollo, 69 mg, 0.5 mmol). 1H NMR (300 MHz, DMSO-d6) δ 7.60-7.75 (m, 2H), 7.76-7.85 (m, 2H), 8.05 (ddd, J=11.4, 7.6, 2.4 Hz, 1H), 8.37 (dt, J=7.9, 2.0 Hz, 1H), 8.78 (dd, J=5.1, 1.7 Hz, 1H), 9.14 (d, J=1.7 Hz, 1H) ppm; MS (DCI/NH3) m/z 259 (M+H)+. Starting materials: CC(C)(C)OC(=O)N1CCCC(O)C1, C1CCOC1, CCOC(=O)N=NC(=O)OCC, Oc1cccnc1, c1ccc(P(c2ccccc2)c2ccccc2)cc1. Product: CC(C)(C)OC(=O)N1CCCC(Oc2cccnc2)C1. As a reaction SMILES: [C:32]([CH3:33])([CH3:34])([CH3:35])[O:36][C:37](=[O:38])[N:39]1[CH2:40][CH:41]([OH:45])[CH2:42][CH2:43][CH2:44]1.[CH2:53]1[O:54][CH2:55][CH2:56][CH2:57]1.[O:20]=[C:21]([O:22][CH2:23][CH3:24])[N:25]=[N:26][C:27]([O:28][CH2:29][CH3:30])=[O:31].[OH:46][c:47]1[cH:48][n:49][cH:50][cH:51][cH:52]1.[c:1]1([P:2]([c:3]2[cH:4][cH:5][cH:6][cH:7][cH:8]2)[c:9]2[cH:10][cH:11][cH:12][cH:13][cH:14]2)[cH:15][cH:16][cH:17][cH:18][cH:19]1>>[C:32]([CH3:33])([CH3:34])([CH3:35])[O:36][C:37](=[O:38])[N:39]1[CH2:40][CH:41]([O:45][c:47]2[cH:48][n:49][cH:50][cH:51][cH:52]2)[CH2:42][CH2:43][CH2:44]1. The reactants are FC=1C=C(COC(C2=C(C=C(C=C2)OCC2=CC(=CC=C2)F)[N+](=O)[O-])=O)C=CC1 (4-(3-Fluoro-benzyloxy)-2-nitro-benzoic acid (3-fluoro-benzyl) ester), COC(C1=C(C=C(C=C1)OCC1=CC(=CC=C1)F)[N+](=O)[O-])=O (4-(3-fluoro-benzyloxy)-2-nitro-benzoic acid methyl ester), COC(C1=C(C=C(C=C1)F)[N+](=O)[O-])=O (4-fluoro-2-nitro-benzoic acid methyl ester), FC=1C=C(CO)C=CC1 (3-fluorobenzyl alcohol), C([O-])([O-])=O.[K+].[K+] (potassium carbonate). The solvent is CN(C)C=O (DMF), O (water). Run at temperature 65 celsius. Product: FC=1C=C(COC2=CC=C3C(N(C(=NC3=C2)C)CC(=O)N)=O)C=CC1 (2-[7-(3-Fluoro-benzyloxy)-2-methyl-4-oxo-4H-quinazolin-3-yl]-acetamide). The yield is 76.0%. As a reaction SMILES: FC1C=C(C=CC=1)CO[C:7](=[O:26])[C:8]1[CH:13]=[CH:12][C:11]([O:14][CH2:15][C:16]2[CH:21]=[CH:20][CH:19]=[C:18]([F:22])[CH:17]=2)=[CH:10][C:9]=1[N+:23]([O-])=O.COC(=O)[C:33]1C=CC(OCC2C=CC=C(F)C=2)=C[C:34]=1[N+:48]([O-])=O.COC(=O)C1C=CC(F)=[CH:57][C:56]=1[N+:62]([O-])=O.FC1C=C(C=CC=1)C[OH:71].C(=O)([O-])[O-].[K+].[K+]>CN(C=O)C.O>[F:22][C:18]1[CH:17]=[C:16]([CH:21]=[CH:20][CH:19]=1)[CH2:15][O:14][C:11]1[CH:10]=[C:9]2[C:8]([C:7](=[O:26])[N:48]([CH2:57][C:56]([NH2:62])=[O:71])[C:34]([CH3:33])=[N:23]2)=[CH:13][CH:12]=1 |f:4.5.6|. Procedure details: 4-(3-Fluoro-benzyloxy)-2-nitro-benzoic acid (3-fluoro-benzyl) ester and 4-(3-fluoro-benzyloxy)-2-nitro-benzoic acid methyl ester: A mixture of 4-fluoro-2-nitro-benzoic acid methyl ester (9.2 g, 46.3 mmol), 3-fluorobenzyl alcohol (16.7 g, 132.4 mmol) and potassium carbonate (12.8 g, 92.6 mmol) in DMF (210 mL) was heated at 65° C. for 48 h. After cooling to rt, the mixture was poured into water (400 mL), and extracted with diethyl ether (3×100 mL). The combined extracts were washed with brine (100... Reactants: C(C1=CC=CC=C1)C1=CC=NC=C1 (4-benzylpyridine), C(C)(=O)O (acetic acid), OO (hydrogen peroxide). Run in C(=O)(O)[O-].[Na+] (NaHCO3). Reaction conditions: temperature 85 celsius. The product is C(C1=CC=CC=C1)C1=CC=[N+](C=C1)[O-] (4-Benzylpyridine-N-oxide). The yield is 98.0%. As a reaction SMILES: [CH2:1]([C:8]1[CH:13]=[CH:12][N:11]=[CH:10][CH:9]=1)[C:2]1[CH:7]=[CH:6][CH:5]=[CH:4][CH:3]=1.C(O)(=[O:16])C.OO>C([O-])(O)=O.[Na+]>[CH2:1]([C:8]1[CH:13]=[CH:12][N+:11]([O-:16])=[CH:10][CH:9]=1)[C:2]1[CH:3]=[CH:4][CH:5]=[CH:6][CH:7]=1 |f:3.4|. Procedure details: A mixture of 4-benzylpyridine (5 mL, 30 mmol), acetic acid (30 mL) and 30% hydrogen peroxide (10 mL) was heated at 80-90° C. for 5 h. Concentration under reduced pressure gave an oil that was diluted with NaHCO3 (100 mL) and extracted with CH2Cl2 (2×100 mL). The collected organic phase was washed with brine (100 mL) and evaporated in vacuo to give the title compound as a colorless oil (5.68 g, 98%): 1H NMR (DMSO-d6) δ3.90 (s, 2H), 7.15-7.35 (m, 7H), 8.08 (d, J=6.3 Hz, 2H).